From a dataset of the Open Reaction Database (ORD), a public repository of structured organic reaction records. describe an organic reaction: reactants, conditions, products, and yield Reactants: ClC=1N=C(C2=C(N1)OC(CO2)(C)C)N2CCOCC2 (2-chloro-7,7-dimethyl-4-morpholin-4-yl-6,7-dihydro-[1,4]dioxino[2,3-d]pyrimidine), CC1(OB(OC1(C)C)C=1C=NC(=NC1)N)C (5-(4,4,5,5-tetramethyl-[1,3,2]dioxaborolan-2-yl)-pyrimidin-2-ylamine), C([O-])([O-])=O.[Na+].[Na+] (sodium carbonate). Reagents/catalysts: Cl[Pd]([P](C1=CC=CC=C1)(C2=CC=CC=C2)C3=CC=CC=C3)([P](C4=CC=CC=C4)(C5=CC=CC=C5)C6=CC=CC=C6)Cl (Pd(PPh3)2Cl2). The solvent is C(C)#N (acetonitrile). Run at temperature 120 celsius. Yields the product CC1(COC2=C(N=C(N=C2N2CCOCC2)C=2C=NC(=NC2)N)O1)C (5-(7,7-dimethyl-4-morpholino-6H-[1,4]dioxino[2,3-d]pyrimidin-2-yl)pyrimidin-2-amine). Yield: 71.1%. RXN SMILES: Cl[C:2]1[N:3]=[C:4]([N:14]2[CH2:19][CH2:18][O:17][CH2:16][CH2:15]2)[C:5]2[O:11][CH2:10][C:9]([CH3:13])([CH3:12])[O:8][C:6]=2[N:7]=1.CC1(C)C(C)(C)OB([C:28]2[CH:29]=[N:30][C:31]([NH2:34])=[N:32][CH:33]=2)O1.C(=O)([O-])[O-].[Na+].[Na+]>C(#N)C.Cl[Pd](Cl)([P](C1C=CC=CC=1)(C1C=CC=CC=1)C1C=CC=CC=1)[P](C1C=CC=CC=1)(C1C=CC=CC=1)C1C=CC=CC=1>[CH3:12][C:9]1([CH3:13])[O:8][C:6]2[N:7]=[C:2]([C:28]3[CH:29]=[N:30][C:31]([NH2:34])=[N:32][CH:33]=3)[N:3]=[C:4]([N:14]3[CH2:19][CH2:18][O:17][CH2:16][CH2:15]3)[C:5]=2[O:11][CH2:10]1 |f:2.3.4,^1:47,66|. Procedure details: A mixture of 2-chloro-7,7-dimethyl-4-morpholin-4-yl-6,7-dihydro-[1,4]dioxino[2,3-d]pyrimidine (285 mg, 1.00 mmol), 5-(4,4,5,5-tetramethyl-[1,3,2]dioxaborolan-2-yl)-pyrimidin-2-ylamine (440 mg, 1.99 mmol), Pd(PPh3)2Cl2 (70 mg, 0.10 mmol) and sodium carbonate (3.3 mL, 3.3 mmol, 1M aqueous solution) in acetonitrile (7 mL) was degassed then heated at 120° C. for 30 minutes using microwave irradiation. The reaction mixture was diluted with methanol and DCM and absorbed onto diatomaceous earth. The re... The reactants are [OH-].[Na+] (sodium hydroxide), BrC=1C(=NC=CC1)C (3-bromo-2-methylpyridine), CC=1C=C(C(=O)OC)C=CC1B1OC(C(O1)(C)C)(C)C (methyl 3-methyl-4-(4,4,5,5-tetramethyl-1,3,2-dioxaborolan-2-yl)benzoate), C([O-])([O-])=O.[K+].[K+] (potassium carbonate). The reagents and catalysts are C=1C=CC(=CC1)[P](C=2C=CC=CC2)(C=3C=CC=CC3)[Pd]([P](C=4C=CC=CC4)(C=5C=CC=CC5)C=6C=CC=CC6)([P](C=7C=CC=CC7)(C=8C=CC=CC8)C=9C=CC=CC9)[P](C=1C=CC=CC1)(C=1C=CC=CC1)C=1C=CC=CC1 (tetrakis(triphenylphosphine)palladium(0)). Solvent: C1(=CC=CC=C1)C (toluene), O (water). Run at time 2 hour. The product is CC=1C=C(C(=O)O)C=CC1C=1C(=NC=CC1)C (3-methyl-4-(2-methylpyridin-3-yl)benzoic acid). Yield: 72.1%. RXN SMILES: Br[C:2]1[C:3]([CH3:8])=[N:4][CH:5]=[CH:6][CH:7]=1.[CH3:9][C:10]1[CH:11]=[C:12]([CH:17]=[CH:18][C:19]=1B1OC(C)(C)C(C)(C)O1)[C:13]([O:15]C)=[O:14].C(=O)([O-])[O-].[K+].[K+].[OH-].[Na+]>C1(C)C=CC=CC=1.O.C1C=CC([P]([Pd]([P](C2C=CC=CC=2)(C2C=CC=CC=2)C2C=CC=CC=2)([P](C2C=CC=CC=2)(C2C=CC=CC=2)C2C=CC=CC=2)[P](C2C=CC=CC=2)(C2C=CC=CC=2)C2C=CC=CC=2)(C2C=CC=CC=2)C2C=CC=CC=2)=CC=1>[CH3:9][C:10]1[CH:11]=[C:12]([CH:17]=[CH:18][C:19]=1[C:2]1[C:3]([CH3:8])=[N:4][CH:5]=[CH:6][CH:7]=1)[C:13]([OH:15])=[O:14] |f:2.3.4,5.6,^1:48,50,69,88|. Reported procedure: A mixture of 3-bromo-2-methylpyridine (0.13 mL; 1.16 mmol; 1 eq.), methyl 3-methyl-4-(4,4,5,5-tetramethyl-1,3,2-dioxaborolan-2-yl)benzoate (353 mg; 1.28 mmol; 1.1 eq.), potassium carbonate (803 mg; 5.81 mmol; 5 eq.) and tetrakis(triphenylphosphine)palladium(0) (134 mg; 0.12 mmol; 0.1 eq.) in toluene (1 mL) and water (1 mL) was refluxed for 2 hours. The reaction mixture was cooled down to room temperature and filtered through a pad of CELITE which was further washed with toluene (20 mL). The filt... Starting materials: [H-].[Na+] (NaH), [O-]S(=O)(=O)[O-].[Mg+2] (MgSO4), BrC=1C=C2C=CNC2=CC1 (5-Bromoindole), C(C)(C)[Si](C(C)C)(C(C)C)Cl (triisopropylsilyl chloride). Run in O (water), C(Cl)Cl (DCM), CN(C)C=O (DMF). Run at time 15 minute. Yields the product BrC=1C=C2C=CN(C2=CC1)[Si](C(C)C)(C(C)C)C(C)C (5-Bromo-1-triisopropylsilyl-indole). Yield: 85.0%. Reaction SMILES: [Br:1][C:2]1[CH:3]=[C:4]2[C:8](=[CH:9][CH:10]=1)[NH:7][CH:6]=[CH:5]2.[H-].[Na+].[CH:13]([Si:16](Cl)([CH:20]([CH3:22])[CH3:21])[CH:17]([CH3:19])[CH3:18])([CH3:15])[CH3:14].[O-]S([O-])(=O)=O.[Mg+2]>C(Cl)Cl.CN(C=O)C.O>[Br:1][C:2]1[CH:3]=[C:4]2[C:8](=[CH:9][CH:10]=1)[N:7]([Si:16]([CH:20]([CH3:22])[CH3:21])([CH:17]([CH3:19])[CH3:18])[CH:13]([CH3:15])[CH3:14])[CH:6]=[CH:5]2 |f:1.2,4.5|. Procedure: 5-Bromoindole (3.92 g; 20 mmol) was dissolved in DCM (100 mL) and DMF (1 mL). NaH (0.88 g, 22 mmol; 60% in oil) was added to the cooled solution. After stirring for 15 minutes, triisopropylsilyl chloride (3.86 g, 20 mmol) was added dropwise to the reaction mixture. After 3 h, water (1 mL) was added, followed by MgSO4. The mixture was filtered and concentrated and the residue put through a silica column with hexane as eluent. The product was obtained as a pale yellow oil (5.96 g, 17 mmol; yield 8... Reactants: COC(=O)Cc1cc(Nc2ncnc3cc(OCCCCl)c(OC)cc23)[nH]n1, Cl, [Li+], C1CCOC1, [OH-]. The product is COc1cc2c(Nc3cc(CC(=O)O)n[nH]3)ncnc2cc1OCCCCl. RXN SMILES: [Cl:1][CH2:2][CH2:3][CH2:4][O:5][c:6]1[c:7]([O:27][CH3:28])[cH:8][c:9]2[c:10]([NH:16][c:17]3[cH:18][c:19]([CH2:22][C:23](=[O:24])[O:25][CH3:26])[n:20][nH:21]3)[n:11][cH:12][n:13][c:14]2[cH:15]1.[ClH:31].[Li+:29].[O:32]1[CH2:33][CH2:34][CH2:35][CH2:36]1.[OH-:30]>>[Cl:1][CH2:2][CH2:3][CH2:4][O:5][c:6]1[c:7]([O:27][CH3:28])[cH:8][c:9]2[c:10]([NH:16][c:17]3[cH:18][c:19]([CH2:22][C:23](=[O:24])[OH:25])[n:20][nH:21]3)[n:11][cH:12][n:13][c:14]2[cH:15]1. Starting materials: [Br-], C1CCOC1, CC(C)(C)[O-], CCOC(C)=O, FCCC[P+](c1ccccc1)(c1ccccc1)c1ccccc1, O=CC1CCC(C2CCC(c3ccc(C(F)(F)F)c(F)c3)CC2)CC1, [K+]. Yields the product FCCC=CC1CCC(C2CCC(c3ccc(C(F)(F)F)c(F)c3)CC2)CC1. RXN SMILES: [Br-:1].[CH2:25]1[O:26][CH2:27][CH2:28][CH2:29]1.[CH3:30][C:31]([CH3:32])([O-:33])[CH3:34].[CH3:61][CH2:62][O:63][C:64](=[O:65])[CH3:66].[F:2][CH2:3][CH2:4][CH2:5][P+:6]([c:7]1[cH:8][cH:9][cH:10][cH:11][cH:12]1)([c:13]1[cH:14][cH:15][cH:16][cH:17][cH:18]1)[c:19]1[cH:20][cH:21][cH:22][cH:23][cH:24]1.[F:36][c:37]1[cH:38][c:39]([CH:47]2[CH2:48][CH2:49][CH:50]([CH:53]3[CH2:54][CH2:55][CH:56]([CH:59]=[O:60])[CH2:57][CH2:58]3)[CH2:51][CH2:52]2)[cH:40][cH:41][c:42]1[C:43]([F:44])([F:45])[F:46].[K+:35]>>[F:2][CH2:3][CH2:4][CH:5]=[CH:57][CH:56]1[CH2:55][CH2:54][CH:53]([CH:50]2[CH2:49][CH2:48][CH:47]([c:39]3[cH:38][c:37]([F:36])[c:42]([C:43]([F:44])([F:45])[F:46])[cH:41][cH:40]3)[CH2:52][CH2:51]2)[CH2:58][CH2:59]1.